This data is from the Open Reaction Database (ORD), a public repository of structured organic reaction records. The task is: describe an organic reaction: reactants, conditions, products, and yield Starting materials: CN=C=S, ClCCl, CC1(C)Oc2ccc([N+](=O)[O-])cc2C(n2ccccc2=O)=C1CN. Product: CNC(=S)NCC1=C(n2ccccc2=O)c2cc([N+](=O)[O-])ccc2OC1(C)C. Reaction SMILES: [CH3:25][N:26]=[C:27]=[S:28].[Cl:29][CH2:30][Cl:31].[N+:1](=[O:2])([O-:3])[c:4]1[cH:5][cH:6][c:7]2[c:8]([cH:24]1)[C:9]([n:17]1[c:18](=[O:23])[cH:19][cH:20][cH:21][cH:22]1)=[C:10]([CH2:15][NH2:16])[C:11]([CH3:13])([CH3:14])[O:12]2>>[N+:1](=[O:2])([O-:3])[c:4]1[cH:5][cH:6][c:7]2[c:8]([cH:24]1)[C:9]([n:17]1[c:18](=[O:23])[cH:19][cH:20][cH:21][cH:22]1)=[C:10]([CH2:15][NH:16][C:27]([NH:26][CH3:25])=[S:28])[C:11]([CH3:13])([CH3:14])[O:12]2. The reactants are C(C)C1=CC=C(CC=2C(NNC2C)=O)C=C1 (1,2-dihydro-4-(4-ethylbenzyl)-5-methyl-3H-pyrazol-3-one), C(C1=CC=CC=C1)O (benzyl alcohol), C1(=CC=CC=C1)P(C1=CC=CC=C1)C1=CC=CC=C1 (triphenylphosphine), N(=NC(=O)OCC)C(=O)OCC (diethyl azodicarboxylate). Solvent: O1CCCC1 (tetrahydrofuran). Reaction conditions: time 8 hour. Product: C(C1=CC=CC=C1)OC1=NNC(=C1CC1=CC=C(C=C1)CC)C (3-benzyloxy-4-(4-ethylbenzyl)-5-methyl-1H-pyrazole). Yield: 39.0%. RXN SMILES: [CH2:1]([C:3]1[CH:16]=[CH:15][C:6]([CH2:7][C:8]2[C:9](=[O:14])[NH:10][NH:11][C:12]=2[CH3:13])=[CH:5][CH:4]=1)[CH3:2].[CH2:17](O)[C:18]1[CH:23]=[CH:22][CH:21]=[CH:20][CH:19]=1.C1(P(C2C=CC=CC=2)C2C=CC=CC=2)C=CC=CC=1.N(C(OCC)=O)=NC(OCC)=O>O1CCCC1>[CH2:17]([O:14][C:9]1[C:8]([CH2:7][C:6]2[CH:5]=[CH:4][C:3]([CH2:1][CH3:2])=[CH:16][CH:15]=2)=[C:12]([CH3:13])[NH:11][N:10]=1)[C:18]1[CH:23]=[CH:22][CH:21]=[CH:20][CH:19]=1. Procedure details: To a solution of 1,2-dihydro-4-(4-ethylbenzyl)-5-methyl-3H-pyrazol-3-one (synthesized as described in WO0116147; 1.0 g, 4.6 mmol), benzyl alcohol (600 mg, 5.5 mmol) and triphenylphosphine (1.46 g, 5.5 mmol) in tetrahydrofuran (30 mL), diethyl azodicarboxylate (40% in toluene, 5.1 mmol) was added dropwise under ice cooling. After stirring overnight at room temperature, the reaction mixture was concentrated and the resulting residue was purified by silica gel column chromatography (hexane:ethyl ac... As a reaction SMILES: [Cl:1][CH2:2][C:3]([N:5]=[C:6]=[O:7])=[O:4].C1(C)C=CC=CC=1.[C:15]([CH:17]1[CH2:19][NH:18]1)#[N:16].C>C(OCC)(=O)C>[Cl:1][CH2:2][C:3]([NH:5][C:6]([N:18]1[CH2:19][CH:17]1[C:15]#[N:16])=[O:7])=[O:4]. Starting materials: ClCC(=O)N=C=O (chloroacetyl isocyanate), C1(=CC=CC=C1)C (toluene), C (charcoal), C1(=CC=CC=C1)C (toluene), C(#N)C1NC1 (2-cyanoaziridine). The product is ClCC(=O)NC(=O)N1C(C1)C#N (1-(N-Chloroacetyl-carbamoyl)-2-cyanoaziridine). The solvent is C(C)(=O)OCC (ethyl acetate). Procedure: A solution of 36 g. chloroacetyl isocyanate in 100 ml. toluene is added dropwise, while stirring and cooling, at a temperature of 20° to 30° C. to 20.4 g. 2-cyanoaziridine dissolved in 200 ml. toluene. The resulting suspension is further stirred for 1 hour at ambient temperature, then filtered with suction. The solid material obtained is washed with toluene and triturated with diethyl ether to give 62 g. of crude product. This is introduced into about 2.5 to 3 liters ethyl acetate at a temperatu... The reactants are F[B-](F)(F)F.O=[N+]=O (nitronium tetrafluoroborate), COCC1=NN2C(C=CC=C2Br)=C1 ((7-bromopyrazolo[1,5-a]pyridin-2-yl)methyl methyl ether), ice water. Solvent: C(C)#N (acetonitrile). Yields the product COCC1=NN2C(C=CC=C2Br)=C1[N+](=O)[O-] ((7-Bromo-3-nitropyrazolo[1,5-a]pyridin-2-yl)methyl methyl ether). The yield is 46.0%. As a reaction SMILES: [CH3:1][O:2][CH2:3][C:4]1[CH:13]=[C:7]2[CH:8]=[CH:9][CH:10]=[C:11]([Br:12])[N:6]2[N:5]=1.F[B-](F)(F)F.[O:19]=[N+:20]=[O:21]>C(#N)C>[CH3:1][O:2][CH2:3][C:4]1[C:13]([N+:20]([O-:21])=[O:19])=[C:7]2[CH:8]=[CH:9][CH:10]=[C:11]([Br:12])[N:6]2[N:5]=1 |f:1.2|. Procedure details: To a solution of (7-bromopyrazolo[1,5-a]pyridin-2-yl)methyl methyl ether (1.0 g) dissolved in acetonitrile (20 mL) was added nitronium tetrafluoroborate (606 mg) while stirring on ice. The obtained reaction mixture was added to ice water, extracted with ethyl acetate and then washed with water and brine. The obtained organic extract was dried over anhydrous magnesium sulfate and filtered, the solvent was evaporated under reduced pressure, the residue was purified by silica gel column chromatogra... RXN SMILES: [BH4-:44].[CH2:1]([c:2]1[cH:3][cH:4][cH:5][cH:6][cH:7]1)[N:8]=[C:9]1[CH2:10][CH2:11][CH:12]([c:15]2[c:16]([O:29][Si:30]([CH3:31])([CH3:32])[C:33]([CH3:34])([CH3:35])[CH3:36])[cH:17][c:18]([O:21][Si:22]([CH3:23])([CH3:24])[C:25]([CH3:26])([CH3:27])[CH3:28])[cH:19][cH:20]2)[CH2:13][CH2:14]1.[CH3:42][OH:43].[CH3:46][CH2:47][O:48][CH2:49][CH3:50].[Na+:45].[Na+:52].[O:37]1[CH2:38][CH2:39][CH2:40][CH2:41]1.[OH-:51]>>[CH2:1]([c:2]1[cH:3][cH:4][cH:5][cH:6][cH:7]1)[NH:8][CH:9]1[CH2:10][CH2:11][CH:12]([c:15]2[c:16]([O:29][Si:30]([CH3:31])([CH3:32])[C:33]([CH3:34])([CH3:35])[CH3:36])[cH:17][c:18]([O:21][Si:22]([CH3:23])([CH3:24])[C:25]([CH3:26])([CH3:27])[CH3:28])[cH:19][cH:20]2)[CH2:13][CH2:14]1. Yields the product CC(C)(C)[Si](C)(C)Oc1ccc(C2CCC(NCc3ccccc3)CC2)c(O[Si](C)(C)C(C)(C)C)c1. The reactants are [BH4-], CC(C)(C)[Si](C)(C)Oc1ccc(C2CCC(=NCc3ccccc3)CC2)c(O[Si](C)(C)C(C)(C)C)c1, CO, CCOCC, [Na+], [Na+], C1CCOC1, [OH-]. Reactants: CC(C=O)(C(C)C)C (2,2,3-trimethyl-butanal), solution, O([K])C(C)(C)C (KO-t-Bu), CCOCC (Et2O), ice, [N+](#[C-])CC(=O)OCC (Ethyl isocyanoacetate), ice. Run in O (water), CC(=O)O (AcOH). Run at temperature -78 celsius, time 5 minute. Product: C(C)OC(C(=CC(C(C)C)(C)C)NC=O)=O (2-formylamino-4,4,5-trimethyl-hex-2-enoic acid ethyl ester). Yield: 65.1%. As a reaction SMILES: [O:1](C(C)(C)C)[K].[N+:7]([CH2:9][C:10]([O:12][CH2:13][CH3:14])=[O:11])#[C-:8].[CH3:15][C:16]([CH3:22])([CH:19]([CH3:21])[CH3:20])[CH:17]=O.CCOCC>O.CC(O)=O>[CH2:13]([O:12][C:10](=[O:11])[C:9]([NH:7][CH:8]=[O:1])=[CH:15][C:16]([CH3:22])([CH3:17])[CH:19]([CH3:21])[CH3:20])[CH3:14]. Reported procedure: A clean and dry 250 mL round-bottom flask was equipped with a stir bar and flushed with Ar. Dry THF was added (40 mL) followed by addition of a 1.0 M solution of KO-t-Bu (32.2 mL, 32.2 mmol, 1.05 equiv). The solution was cooled to −78° C. in a dry-ice/acetone bath. Ethyl isocyanoacetate (3.35 mL, 30.7 mmol, 1.0 equiv) was added dropwise over a 10 min period. The resulting mixture was stirred an additional 5 min followed by addition, via syringe, of 2,2,3-trimethyl-butanal (3.5 g, 30.7 mmol, 1.0 ... Starting materials: CC(C)(C)[Si](C)(C)Cl, CN(C)C=O, [Cl-], Nc1cccc(O)c1, [Na+], c1c[nH]cn1. The product is CC(C)(C)[Si](C)(C)Oc1cccc(N)c1. RXN SMILES: [C:6]([CH3:7])([CH3:8])([CH3:9])[Si:10]([CH3:11])([CH3:12])[Cl:13].[CH3:24][N:25]([CH3:26])[CH:27]=[O:28].[Cl-:23].[NH2:14][c:15]1[cH:16][cH:17][cH:18][c:19]([OH:20])[cH:21]1.[Na+:22].[nH:1]1[cH:2][cH:3][n:4][cH:5]1>>[C:6]([CH3:7])([CH3:8])([CH3:9])[Si:10]([CH3:11])([CH3:12])[O:20][c:19]1[cH:18][cH:17][cH:16][c:15]([NH2:14])[cH:21]1.